The task is: describe an organic reaction: reactants, conditions, products, and yield. This data is from the Open Reaction Database (ORD), a public repository of structured organic reaction records. The reactants are ClC1=NC(=C2N=C(N(C2=N1)C)CN1CCN(CC1)S(=O)(=O)C)N1CCOCC1 (4-(2-Chloro-9-methyl-8-((4-(methylsulfonyl)piperazin-1-yl)methyl)-9H-purin-6-yl)morpholine), N1=CC(=CC=C1)B(O)O (pyridin-3-ylboronic acid). Yields the product CN1C2=NC(=NC(=C2N=C1CN1CCN(CC1)S(=O)(=O)C)N1CCOCC1)C=1C=NC=CC1 (4-(9-methyl-8-((4-(methylsulfonyl)piperazin-1-yl)methyl)-2-(pyridin-3-yl)-9H-purin-6-yl)morpholine). Reaction SMILES: Cl[C:2]1[N:10]=[C:9]2[C:5]([N:6]=[C:7]([CH2:12][N:13]3[CH2:18][CH2:17][N:16]([S:19]([CH3:22])(=[O:21])=[O:20])[CH2:15][CH2:14]3)[N:8]2[CH3:11])=[C:4]([N:23]2[CH2:28][CH2:27][O:26][CH2:25][CH2:24]2)[N:3]=1.[N:29]1[CH:34]=[CH:33][CH:32]=[C:31](B(O)O)[CH:30]=1>>[CH3:11][N:8]1[C:7]([CH2:12][N:13]2[CH2:14][CH2:15][N:16]([S:19]([CH3:22])(=[O:21])=[O:20])[CH2:17][CH2:18]2)=[N:6][C:5]2[C:9]1=[N:10][C:2]([C:31]1[CH:30]=[N:29][CH:34]=[CH:33][CH:32]=1)=[N:3][C:4]=2[N:23]1[CH2:24][CH2:25][O:26][CH2:27][CH2:28]1. Procedure: 4-(2-Chloro-9-methyl-8-((4-(methylsulfonyl)piperazin-1-yl)methyl)-9H-purin-6-yl)morpholine (50 mg) was reacted with pyridin-3-ylboronic acid via General Procedure A and purified via reverse phase HPLC to give 33.4 mg 137 as a white solid. MS (Q1) 473.3 (M)+ The reactants are 3-dimethylamino-1-(2-isopropyl-pyrazolo[1,5-a]pyridin-3-yl)-propenone, C1(CC1)NC(=N)N (N-cyclopropyl-guanidine), C(C)(C)NC1=NC=CC(=N1)C=1C(=NN2C1C=CC=C2)C(C)C (Isopropyl-[4-(2-isopropylpyrazolo[1,5-a]pyridin-3-yl)-pyrimidin-2-yl]-amine). Yields the product C1(CC1)NC1=NC=CC(=N1)C=1C(=NN2C1C=CC=C2)C(C)C (Cyclopropyl-[4-(2-isopropyl-pyrazolo[1,5-a]pyridin-3-yl)-pyrimidin-2-yl]-amine). RXN SMILES: C1(NC(N)=N)CC1.[CH:8]([NH:11][C:12]1[N:17]=[C:16]([C:18]2[C:19]([CH:27]([CH3:29])[CH3:28])=[N:20][N:21]3[CH:26]=[CH:25][CH:24]=[CH:23][C:22]=23)[CH:15]=[CH:14][N:13]=1)([CH3:10])[CH3:9]>>[CH:8]1([NH:11][C:12]2[N:17]=[C:16]([C:18]3[C:19]([CH:27]([CH3:29])[CH3:28])=[N:20][N:21]4[CH:26]=[CH:25][CH:24]=[CH:23][C:22]=34)[CH:15]=[CH:14][N:13]=2)[CH2:10][CH2:9]1. Procedure: Cyclopropyl-[4-(2-isopropyl-pyrazolo[1,5-a]pyridin-3-yl)-pyrimidin-2-yl]-amine was prepared from 3-dimethylamino-1-(2-isopropyl-pyrazolo[1,5-a]pyridin-3-yl)-propenone and N-cyclopropyl-guanidine following the method used in Step 4 of the synthesis of Isopropyl-[4-(2-isopropylpyrazolo[1,5-a]pyridin-3-yl)-pyrimidin-2-yl]-amine (Example 66), except preparative-HPLC purification was used in the place of recrystallization (34 mg, 7%). 1H-NMR (250 MHz, DMSO-d6) δ 8.86 (d, J=6.8 Hz, 1H), 8.57 (d, J=8.3...